This data is from the Open Reaction Database (ORD), a public repository of structured organic reaction records. The task is: describe an organic reaction: reactants, conditions, products, and yield The reactants are CO, COc1nc(Br)cnc1N, [Na], O. Yields the product COc1cnc(N)c(OC)n1. Reaction SMILES: [CH3:12][OH:13].[NH2:1][c:2]1[n:3][cH:4][c:5]([Br:10])[n:6][c:7]1[O:8][CH3:9].[Na:11].[OH2:14]>>[NH2:1][c:2]1[n:3][cH:4][c:5]([O:13][CH3:12])[n:6][c:7]1[O:8][CH3:9]. Reactants: C1(=CC=CC=C1)C=1C2=C(NC(CN1)=O)SC=C2 (1,3-dihydro-5-phenyl-2H-thieno[2,3-e]-1,4-diazepin-2-one), P12(=S)SP3(=S)SP(=S)(S1)SP(=S)(S2)S3 (phosphorus pentasulphide). The solvent is N1=CC=CC=C1 (pyridine). Product: C1(=CC=CC=C1)C=1C2=C(NC(CN1)=S)SC=C2 (1,3-dihydro-5-phenyl-2H-thieno[2,3-e]-1,4-diazepine-2-thione). RXN SMILES: [C:1]1([C:7]2[C:8]3[CH:17]=[CH:16][S:15][C:9]=3[NH:10][C:11](=O)[CH2:12][N:13]=2)[CH:6]=[CH:5][CH:4]=[CH:3][CH:2]=1.P12(SP3(SP(SP(S3)(S1)=S)(=S)S2)=S)=[S:19]>N1C=CC=CC=1>[C:1]1([C:7]2[C:8]3[CH:17]=[CH:16][S:15][C:9]=3[NH:10][C:11](=[S:19])[CH2:12][N:13]=2)[CH:6]=[CH:5][CH:4]=[CH:3][CH:2]=1. Procedure: 12.1 g (0.05 mol) of 1,3-dihydro-5-phenyl-2H-thieno[2,3-e]-1,4-diazepin-2-one are heated to reflux for 35 minutes with 12.2 g (0.055 mol) of phosphorus pentasulphide in 400 ml of absolute pyridine, dry nitrogen being conducted through the solution. The solution is concentrated to 200 ml and the mixture separated on a 70 cm long column (φ3.5 cm) filled with 250 g of Silica gel [0.05 to 0.2 mm (Merck)]. The solution is concentrated under a vacuum and yields 1,3-dihydro-5-phenyl-2H-thieno[2,3-e]-1,... Starting materials: FC1=C(C=CC(=C1)C)C1=C(C(=NS1)C(=C)C)C#N (5-(2-fluoro-4-methylphenyl)-3-(prop-1-en-2-yl)-1,2-thiazole-4-carbonitrile), Pd(no water), [H][H] (hydrogen). Run in C(C)(=O)OCC (ethyl acetate). Run at temperature 20 celsius, time 2 hour. Product: FC1=C(C=CC(=C1)C)C1=C(C(=NS1)C(C)C)C#N (5-(2-fluoro-4-methylphenyl)-3-(propan-2-yl)-1,2-thiazole-4-carbonitrile). As a reaction SMILES: [F:1][C:2]1[CH:7]=[C:6]([CH3:8])[CH:5]=[CH:4][C:3]=1[C:9]1[S:13][N:12]=[C:11]([C:14]([CH3:16])=[CH2:15])[C:10]=1[C:17]#[N:18].[H][H]>C(OCC)(=O)C>[F:1][C:2]1[CH:7]=[C:6]([CH3:8])[CH:5]=[CH:4][C:3]=1[C:9]1[S:13][N:12]=[C:11]([CH:14]([CH3:16])[CH3:15])[C:10]=1[C:17]#[N:18]. Procedure: Into a 25-mL 3-necked round-bottom flask, was placed 5-(2-fluoro-4-methylphenyl)-3-(prop-1-en-2-yl)-1,2-thiazole-4-carbonitrile (140 mg, 0.54 mmol, 1.00 equiv), ethyl acetate (10 mL), Pd(no water)/C (140 mg). To the above hydrogen gas was introduced. The resulting solution was stirred for 2 h at 20° C. The solids were filtered out. The resulting mixture was concentrated under vacuum. This resulted in 130 mg (crude) of 5-(2-fluoro-4-methylphenyl)-3-(propan-2-yl)-1,2-thiazole-4-carbonitrile as a s... The reactants are COC1=CC=C(CCl)C=C1 (4-methoxybenzyl chloride), C([C@@H](O)CC(C)C)(=O)O (L-leucic acid), solution, C(=O)([O-])[O-].[Cs+].[Cs+] (Cs2CO3). Solvent: CO.O (MeOH H2O), O (water), O (water). Reaction conditions: time 8 hour. Product: OC(C(=O)OCC1=CC=C(C=C1)OC)CC(C)C (4-methoxybenzyl 2-hydroxy-4-methylpentanoate). RXN SMILES: [C:1]([OH:9])(=[O:8])[C@H:2]([CH2:4][CH:5]([CH3:7])[CH3:6])[OH:3].C([O-])([O-])=O.[Cs+].[Cs+].[CH3:16][O:17][C:18]1[CH:25]=[CH:24][C:21]([CH2:22]Cl)=[CH:20][CH:19]=1>CO.O.O>[OH:3][CH:2]([CH2:4][CH:5]([CH3:7])[CH3:6])[C:1]([O:9][CH2:22][C:21]1[CH:24]=[CH:25][C:18]([O:17][CH3:16])=[CH:19][CH:20]=1)=[O:8] |f:1.2.3,5.6|. Reported procedure: To D/L-leucic acid (7.58 g, 57.36 mmol) in MeOH/H2O (9:1, 100 mL) was added a 20% solution of Cs2CO3 in water until the pH reached 7.0. The reaction mixture was concentrated in vacuo to dryness, DMF was added and concentrated in vacuo to dryness again. The solid was suspended in DMF (100 mL) at 0° C., 4-methoxybenzyl chloride (7.8 mL, 51.6 mmol) was added dropwise and the reaction mixture stirred overnight. The mixture was added to water and the product extracted with Et2O, dried over Na2SO4, co... Conditions: time 3 hour. Solvent: O1CCCC1 (tetrahydrofuran). The product is C(C)(C)(C)C1=C(C(=CC(=C1)NC1=CC(=CC=C1)OCC)C(C)(C)C)O (2,6-di-tertiary-butyl-4-(3'-ethoxyanilino)phenol). The reagents and catalysts are [Pd] (palladium on charcoal). Reactants: C(C)(C)(C)C=1C(C(=CC(C1)=NC1=CC(=CC=C1)OCC)C(C)(C)C)=O (2,6-di-tertiary-butyl-4-(3-ethoxyphenylimino)-2,5-cyclohexadien-1-one). As a reaction SMILES: [C:1]([C:5]1[C:6](=[O:25])[C:7]([C:21]([CH3:24])([CH3:23])[CH3:22])=[CH:8][C:9](=[N:11][C:12]2[CH:17]=[CH:16][CH:15]=[C:14]([O:18][CH2:19][CH3:20])[CH:13]=2)[CH:10]=1)([CH3:4])([CH3:3])[CH3:2]>[Pd].O1CCCC1>[C:21]([C:7]1[CH:8]=[C:9]([NH:11][C:12]2[CH:17]=[CH:16][CH:15]=[C:14]([O:18][CH2:19][CH3:20])[CH:13]=2)[CH:10]=[C:5]([C:1]([CH3:4])([CH3:3])[CH3:2])[C:6]=1[OH:25])([CH3:23])([CH3:24])[CH3:22]. Procedure: A solution containing 5.0 g (0.0147 mole) of 2,6-di-tertiary-butyl-4-(3-ethoxyphenylimino)-2,5-cyclohexadien-1-one and 0.1 g of 5% palladium on charcoal catalyst in 250 ml of tetrahydrofuran was hydrogenated at 50 psi. The hydrogenation was complete after three hours. The catalyst was removed by filtration and the filtrate was evaporated to give 2,6-di-tertiary-butyl-4-(3'-ethoxyanilino)phenol as an oil. The structure was confirmed by nuclear magnetic resonance spectroscopy. As a reaction SMILES: C[O:2][C:3]([C@@H:5]1[CH2:9][C@@H:8]([S:10]([CH3:13])(=[O:12])=[O:11])[CH2:7][N:6]1[C:14]1[N:15]([C:20]2[CH:25]=[CH:24][N:23]=[C:22]([Cl:26])[CH:21]=2)[N:16]=[C:17]([CH3:19])[CH:18]=1)=[O:4].[OH-].[Li+]>>[Cl:26][C:22]1[CH:21]=[C:20]([N:15]2[C:14]([N:6]3[CH2:7][C@H:8]([S:10]([CH3:13])(=[O:12])=[O:11])[CH2:9][C@H:5]3[C:3]([OH:4])=[O:2])=[CH:18][C:17]([CH3:19])=[N:16]2)[CH:25]=[CH:24][N:23]=1 |f:1.2|. The product is ClC1=NC=CC(=C1)N1N=C(C=C1N1[C@@H](C[C@H](C1)S(=O)(=O)C)C(=O)O)C ((2S,4R)-1-[2-(2-Chloro-pyridin-4-yl)-5-methyl-2H-pyrazol-3-yl]-4-methanesulfonyl-pyrrolidine-2-carboxylic acid). The reactants are COC(=O)[C@H]1N(C[C@@H](C1)S(=O)(=O)C)C=1N(N=C(C1)C)C1=CC(=NC=C1)Cl ((2S,4R)-1-[2-(2-chloro-pyridin-4-yl)-5-methyl-2H-pyrazol-3-yl]-4-methanesulfonyl-pyrrolidine-2-carboxylic acid methyl ester), [OH-].[Li+] (lithium hydroxide). Procedure details: In analogy to the procedure described in example 253e, (2S,4R)-1-[2-(2-chloro-pyridin-4-yl)-5-methyl-2H-pyrazol-3-yl]-4-methanesulfonyl-pyrrolidine-2-carboxylic acid methyl ester was saponified in the presence of lithium hydroxide to give the title compound which was used in the next step without further purification.